From a dataset of the Open Reaction Database (ORD), a public repository of structured organic reaction records. describe an organic reaction: reactants, conditions, products, and yield The reactants are CS(=O)(=O)c1ccc(-c2nc(C(F)(F)F)[nH]c2-c2cccnc2)cc1, CCOC(C)=O. Yields the product CSc1ccc(-c2nc(C(F)(F)F)[nH]c2-c2cccnc2)cc1. As a reaction SMILES: [CH3:1][S:2](=[O:3])(=[O:4])[c:5]1[cH:6][cH:7][c:8](-[c:11]2[n:12][c:13]([C:22]([F:23])([F:24])[F:25])[nH:14][c:15]2-[c:16]2[cH:17][n:18][cH:19][cH:20][cH:21]2)[cH:9][cH:10]1.[CH3:26][CH2:27][O:28][C:29](=[O:30])[CH3:31]>>[CH3:1][S:2][c:5]1[cH:6][cH:7][c:8](-[c:11]2[n:12][c:13]([C:22]([F:23])([F:24])[F:25])[nH:14][c:15]2-[c:16]2[cH:17][n:18][cH:19][cH:20][cH:21]2)[cH:9][cH:10]1. Starting materials: FC(C(O)(C=1C=CC2=C(CCCCN2)C1)C(F)(F)F)(F)F (α,α-bis(trifluoromethyl)-2,3,4,5-tetrahydro-1H-1-benzazepine-7-methanol), C1(CC1)C(=O)Cl (cyclopropane carboxylic acid chloride). Solvent: C1(=CC=CC=C1)C (toluene). The product is C1(CC1)C(=O)N1CCCCC2=C1C=CC(=C2)C(O)(C(F)(F)F)C(F)(F)F (1-(cyclopropylcarbonyl)-2,3,4,5-tetrahydro-α,α-bis(trifluoromethyl)-1H-benzazepine-7-methanol). RXN SMILES: [F:1][C:2]([F:21])([F:20])[C:3]([C:16]([F:19])([F:18])[F:17])([C:5]1[CH:6]=[CH:7][C:8]2[NH:14][CH2:13][CH2:12][CH2:11][CH2:10][C:9]=2[CH:15]=1)[OH:4].[CH:22]1([C:25](Cl)=[O:26])[CH2:24][CH2:23]1>C1(C)C=CC=CC=1>[CH:22]1([C:25]([N:14]2[C:8]3[CH:7]=[CH:6][C:5]([C:3]([C:2]([F:1])([F:20])[F:21])([C:16]([F:19])([F:17])[F:18])[OH:4])=[CH:15][C:9]=3[CH2:10][CH2:11][CH2:12][CH2:13]2)=[O:26])[CH2:24][CH2:23]1. Reported procedure: To 200 ml dry toluene is added 6.3 g (0.020 mole) α,α-bis(trifluoromethyl)-2,3,4,5-tetrahydro-1H-1-benzazepine-7-methanol and 3.0 g (0.025 mole) cyclopropane carboxylic acid chloride. The solution is stirred and heated at reflux under nitrogen for sixteen hours, then cooled and evaporated at reduced pressure. The residual solid is recrystallized from chlorobutane to give 5.0 g, m.p. 165°-167°. Reactants: FC(C(=O)NC1=C(C(=CC(=C1)OC1=CC=C(C=C1)C=O)F)[N+](=O)[O-])(F)F (2,2,2-trifluoro-N-{3-fluoro-5-[(4-formylphenyl)oxy]-2-nitrophenyl}acetamide), C(OCC)(OCC)OCC (triethyl orthoformate), C(CO)O (ethylene glycol), resin. The solvent is C(C)(=O)OCC (ethyl acetate). Reaction conditions: time 1 hour. Yields the product FC1=CC(=CC=2NC(=NC21)C(F)(F)F)OC2=CC=C(C=O)C=C2 (4-{[4-fluoro-2-(trifluoromethyl)-1H-benzimidazol-6-yl]oxy}benzaldehyde). Yield: 14.0%. RXN SMILES: [F:1][C:2]([F:26])([F:25])[C:3]([NH:5][C:6]1[CH:11]=[C:10]([O:12][C:13]2[CH:18]=[CH:17][C:16]([CH:19]=[O:20])=[CH:15][CH:14]=2)[CH:9]=[C:8]([F:21])[C:7]=1[N+:22]([O-])=O)=O.C(OCC)(OCC)OCC.C(O)CO>C(OCC)(=O)C>[F:21][C:8]1[C:7]2[N:22]=[C:3]([C:2]([F:26])([F:25])[F:1])[NH:5][C:6]=2[CH:11]=[C:10]([O:12][C:13]2[CH:18]=[CH:17][C:16]([CH:19]=[O:20])=[CH:15][CH:14]=2)[CH:9]=1. Procedure: To a mixture of 2,2,2-trifluoro-N-{3-fluoro-5-[(4-formylphenyl)oxy]-2-nitrophenyl}acetamide (1.25 g, 3.36 mmol), triethyl orthoformate (0.614 mL, 3.69 mmol), and ethylene glycol (0.749 g, 13.43 mmol) was added Bu4NBr3 (0.016 g, 0.034 mmol). The homogeneous reaction was stirred at ambient temperature for 1 hour and then diluted with ethyl acetate. The organics were washed 1×NaHCO3, once in brine and then dried (Na2SO4), filtered and concentrated with no further purification necessary. Residue (0.... The reactants are N1(C(CCC1=O)=O)Br, c1(ccc(nn1)OC)C(OC)=O. The reagents and catalysts are c1ccc(cc1)-c2c3ccccc3cc4ccccc24 (9-Phenylanthracene). Run in C1=CC=NC=C1 (Pyridine). Run at temperature 60 celsius, time 18 hour. Yields the product COC(=O)c1cc(Br)c(OC)nn1. Reaction SMILES: [CH3:1][O:2][C:3]([c:5]1[n:12][n:11][c:8]([O:9][CH3:10])[cH:7][cH:6]1)=[O:4].[Br:13]N1C(=O)CCC1=O>>[CH3:1][O:2][C:3]([c:5]1[n:12][n:11][c:8]([O:9][CH3:10])[c:7]([Br:13])[cH:6]1)=[O:4]. The reactants are OCC(C)(C)NC(=O)C=1C=2C[C@@H]3[C@H](C2N(N1)C1=NC(=CN=C1)Cl)C3 ((1aR,5aR)-2-(6-Chloro-pyrazin-2-yl)-1a,2,5,5a-tetrahydro-1H-2,3-diaza-cyclopropa[a]pentalene-4-carboxylic acid (2-hydroxy-1,1-dimethyl-ethyl)-amide), CO (methanol), C[O-].[Na+] (sodium methoxide), Cl (HCl). Solvent: O (water). Run at temperature 23 celsius, time 30 minute. Yields the product OCC(C)(C)NC(=O)C=1C=2C[C@@H]3[C@H](C2N(N1)C1=NC(=CN=C1)OC)C3 ((1aR,5aR)-2-(6-Methoxy-pyrazin-2-yl)-1a,2,5,5a-tetrahydro-1H-2,3-diaza-cyclopropa[a]pentalene-4-carboxylic Acid (2-Hydroxy-1,1-dimethyl-ethyl)-amide). As a reaction SMILES: [OH:1][CH2:2][C:3]([NH:6][C:7]([C:9]1[C:10]2[CH2:11][C@H:12]3[CH2:24][C@H:13]3[C:14]=2[N:15]([C:17]2[CH:22]=[N:21][CH:20]=[C:19](Cl)[N:18]=2)[N:16]=1)=[O:8])([CH3:5])[CH3:4].[CH3:25][OH:26].C[O-].[Na+].Cl>O>[OH:1][CH2:2][C:3]([NH:6][C:7]([C:9]1[C:10]2[CH2:11][C@H:12]3[CH2:24][C@H:13]3[C:14]=2[N:15]([C:17]2[CH:22]=[N:21][CH:20]=[C:19]([O:26][CH3:25])[N:18]=2)[N:16]=1)=[O:8])([CH3:5])[CH3:4] |f:2.3|. Procedure details: (1aR,5aR)-2-(6-Chloro-pyrazin-2-yl)-1a,2,5,5a-tetrahydro-1H-2,3-diaza-cyclopropa[a]pentalene-4-carboxylic acid (2-hydroxy-1,1-dimethyl-ethyl)-amide (25 mg, 0.072 mmol) was added to a 3.7 M methanol solution of sodium methoxide (0.583 mL, 2.156 mmol). The white suspension was stirred at 23° C., for 30 min. 1 M HCl (2.5 mL) and water (5 mL) were added. The mixture was extracted with dichloromethane (3×5 mL). The combined organic extracts were concentrated under reduced pressure and purified by sil... Reactants: C(C)OC(CC=1C=C(C(=CC1)OC)C1=C(C=C(C=C1)F)CNCC)=O ((2′-ethylaminomethyl-4′-fluoro-6-methoxy-biphenyl-3-yl)-acetic acid ethyl ester), C(C1=CC=CC=C1)N=C=O (benzyl isocyanate). Product: C(C)OC(CC=1C=C(C(=CC1)OC)C1=C(C=C(C=C1)F)CN(C(=O)NCC1=CC=CC=C1)CC)=O ([2′-(3-Benzyl-1-ethyl-ureidomethyl)-4′-fluoro-6-methoxy-biphenyl-3-yl]-acetic acid ethyl ester). RXN SMILES: [CH2:1]([O:3][C:4](=[O:25])[CH2:5][C:6]1[CH:7]=[C:8]([C:14]2[CH:19]=[CH:18][C:17]([F:20])=[CH:16][C:15]=2[CH2:21][NH:22][CH2:23][CH3:24])[C:9]([O:12][CH3:13])=[CH:10][CH:11]=1)[CH3:2].[CH2:26]([N:33]=[C:34]=[O:35])[C:27]1[CH:32]=[CH:31][CH:30]=[CH:29][CH:28]=1>>[CH2:1]([O:3][C:4](=[O:25])[CH2:5][C:6]1[CH:7]=[C:8]([C:14]2[CH:19]=[CH:18][C:17]([F:20])=[CH:16][C:15]=2[CH2:21][N:22]([CH2:23][CH3:24])[C:34]([NH:33][CH2:26][C:27]2[CH:32]=[CH:31][CH:30]=[CH:29][CH:28]=2)=[O:35])[C:9]([O:12][CH3:13])=[CH:10][CH:11]=1)[CH3:2]. Reported procedure: Prepared according to the procedure described in Example 95, Step 1, using the following starting materials: (2′-ethylaminomethyl-4′-fluoro-6-methoxy-biphenyl-3-yl)-acetic acid ethyl ester and benzyl isocyanate.